This data is from the Open Reaction Database (ORD), a public repository of structured organic reaction records. The task is: describe an organic reaction: reactants, conditions, products, and yield Reactants: C(C)OC(=O)[C@H]1[C@H](CCC1)N(C(CC1=NS(C2=C(N1)C=CC(=C2)NS(=O)(=O)C)(=O)=O)=O)CC2=CC=C(C=C2)F (cis-2-{(4-fluoro-benzyl)-[2-(7-methanesulfonylamino-1,1-dioxo-1,4-dihydro-1λ6-benzo[1,2,4]thiadiazin-3-yl)-acetyl]-amino}-cyclopentanecarboxylic acid ethyl ester), [O-]CC.[Na+] (sodium ethoxide). Run in C(C)O (ethanol), C(C)O (ethanol). Reaction conditions: temperature 60 celsius. Yields the product FC1=CC=C(CN2C(C(=C([C@@H]3CCC[C@H]23)O)C2=NS(C3=C(N2)C=CC(=C3)NS(=O)(=O)C)(=O)=O)=O)C=C1 (cis-N-{3-[1-(4-fluoro-benzyl)-4-hydroxy-2-oxo-2,4a,5,6,7,7a-hexahydro-1H-[1]pyrindin-3-yl]-1,1-dioxo-1,4-dihydro-1λ6-benzo[1,2,4]thiadiazin-7-yl}-methanesulfonamide). Isolated yield 59.2%. RXN SMILES: C([O:3][C:4]([C@@H:6]1[CH2:10][CH2:9][CH2:8][C@@H:7]1[N:11]([CH2:32][C:33]1[CH:38]=[CH:37][C:36]([F:39])=[CH:35][CH:34]=1)[C:12](=[O:31])[CH2:13][C:14]1[NH:19][C:18]2[CH:20]=[CH:21][C:22]([NH:24][S:25]([CH3:28])(=[O:27])=[O:26])=[CH:23][C:17]=2[S:16](=[O:30])(=[O:29])[N:15]=1)=O)C.[O-]CC.[Na+]>C(O)C>[F:39][C:36]1[CH:37]=[CH:38][C:33]([CH2:32][N:11]2[C@@H:7]3[C@@H:6]([CH2:10][CH2:9][CH2:8]3)[C:4]([OH:3])=[C:13]([C:14]3[NH:19][C:18]4[CH:20]=[CH:21][C:22]([NH:24][S:25]([CH3:28])(=[O:26])=[O:27])=[CH:23][C:17]=4[S:16](=[O:30])(=[O:29])[N:15]=3)[C:12]2=[O:31])=[CH:34][CH:35]=1 |f:1.2|. Procedure: To a solution of cis-2-{(4-fluoro-benzyl)-[2-(7-methanesulfonylamino-1,1-dioxo-1,4-dihydro-1λ6-benzo[1,2,4]thiadiazin-3-yl)-acetyl]-amino}-cyclopentanecarboxylic acid ethyl ester (0.044 g, 0.076 mmol) in ethanol (10 mL) was added a 21% w/w solution of sodium ethoxide in ethanol (0.0981 g, 0.303 mmol) and the reaction mixture was heated at 60° C. for 16 h. Upon cooling the reaction mixture was quenched with a 1.0 M aqueous hydrochloric acid solution and extracted with ethyl acetate. The organic l... Starting materials: OC1=C(C=C(C(=O)O)C=C1)Cl (4-hydroxy-3-chlorobenzoic acid), [OH-].[Na+] (sodium hydroxide), Cl (hydrochloric acid), C(C1=CC=CC=C1)Cl (benzyl chloride), [OH-].[Na+] (sodium hydroxide). The solvent is CO (methanol), O1CCCC1 (tetrahydrofuran), O (water). Yields the product C(C1=CC=CC=C1)OC1=C(C=C(C(=O)O)C=C1)Cl (4-benzyloxy-3-chlorobenzoic acid). Reaction SMILES: [OH:1][C:2]1[CH:10]=[CH:9][C:5]([C:6]([OH:8])=[O:7])=[CH:4][C:3]=1[Cl:11].[OH-].[Na+].[CH2:14](Cl)[C:15]1[CH:20]=[CH:19][CH:18]=[CH:17][CH:16]=1.Cl>CO.O1CCCC1.O>[CH2:14]([O:1][C:2]1[CH:10]=[CH:9][C:5]([C:6]([OH:8])=[O:7])=[CH:4][C:3]=1[Cl:11])[C:15]1[CH:20]=[CH:19][CH:18]=[CH:17][CH:16]=1 |f:1.2|. Procedure details: In a mixed solvent of methanol and tetrahydrofuran was dissolved 5.17 g of 4-hydroxy-3-chlorobenzoic acid, and a solution of 2.4 g of sodium hydroxide in 5 ml of water was added to the solution. Then, 10 ml of benzyl chloride was added to the mixture and the liquid was refluxed for 4 hours. Then, 1.2 g of sodium hydroxide was further added to the mixture, the liquid was refluxed for 2 hours, and the reaction liquid was put into 1N hydrochloric acid, and the precipitate was recovered by filtratio... The reactants are ClC=1N=CC=2N(C(C3(CN(C2N1)C1CCCC1)CCCCC3)=O)C (2′-chloro-9′-cyclopentyl-5′-methyl-8′,9′-dihydrospiro[cyclohexane-1,7′-pyrimido[5,4-b][1,4]diazepin]-6′(5′H)-one), ClC=1N=CC=2N(C(C3(CN(C2N1)C1CCCC1)CCCCC3)=O)C (2′-chloro-9′-cyclopentyl-5′-methyl-8′,9′-dihydrospiro[cyclohexane-1,7′-pyrimido[5,4-b][1,4]diazepin]-6′(5′H)-one), NC1=C(C=C(C(=O)NC2CCN(CC2)C)C=C1)OC (4-amino-3-methoxy-N-(1-methyl-4-piperidyl)benzamide), O.C1(=CC=C(C=C1)S(=O)(=O)O)C (p-toluenesulphonic acid monohydrate). Run in CC(CC(C)O)C (4-methyl-2-pentanol). Yields the product C1(CCCC1)N1C2=C(N(C(C3(C1)CCCC3)=O)C)C=NC(=N2)NC2=C(C=C(C(=O)NC3CCN(CC3)C)C=C2)OC (4-(9′-cyclopentyl-5′-methyl-6′-oxo-5′,6′,8′,9′-tetrahydrospiro[cyclopentane-1,7′-pyrimido[5,4-b][1,4]diazepine]-2′-ylamino)-3-methoxy-N-(1-methylpiperidin-4-yl)benzamide). As a reaction SMILES: Cl[C:2]1[N:3]=[CH:4][C:5]2[N:6]([CH3:24])[C:7](=[O:23])[C:8]3([CH2:22]C[CH2:20][CH2:19][CH2:18]3)[CH2:9][N:10]([CH:13]3[CH2:17][CH2:16][CH2:15][CH2:14]3)[C:11]=2[N:12]=1.[NH2:25][C:26]1[CH:41]=[CH:40][C:29]([C:30]([NH:32][CH:33]2[CH2:38][CH2:37][N:36]([CH3:39])[CH2:35][CH2:34]2)=[O:31])=[CH:28][C:27]=1[O:42][CH3:43].O.C1(C)C=CC(S(O)(=O)=O)=CC=1>CC(C)CC(O)C>[CH:13]1([N:10]2[CH2:9][C:8]3([CH2:22][CH2:20][CH2:19][CH2:18]3)[C:7](=[O:23])[N:6]([CH3:24])[C:5]3[CH:4]=[N:3][C:2]([NH:25][C:26]4[CH:41]=[CH:40][C:29]([C:30]([NH:32][CH:33]5[CH2:34][CH2:35][N:36]([CH3:39])[CH2:37][CH2:38]5)=[O:31])=[CH:28][C:27]=4[O:42][CH3:43])=[N:12][C:11]2=3)[CH2:14][CH2:15][CH2:16][CH2:17]1 |f:2.3|. Procedure details: 2′-chloro-9′-cyclopentyl-5′-methyl-8′,9′-dihydrospiro[cyclohexane-1,7′-pyrimido[5,4-b][1,4]diazepin]-6′(5′H)-one (Intermediate 255; 80 mg, 0.24 mmol), 4-amino-3-methoxy-N-(1-methyl-4-piperidyl)benzamide (WO06/018220; 63 mg, 0.24 mmol) and p-toluenesulphonic acid monohydrate (114 mg, 0.60 mmol) were heated in 4-methyl-2-pentanol (3 mL) at 140° C. for 3 hours. The mixture was cooled and absorbed on to an SCX column, which was then washed with methanol and eluted with ammonia in methanol. Product c... The reactants are FC1=C(C#N)C(=CC=C1)OC (2-fluoro-6-methoxybenzonitrile), Cl.[NH+]1=CC=CC=C1 (pyridinium hydrochloride), O (water). Run in C(C)(C)(C)OC (methyl tert.-butyl ether). Run at temperature 190 celsius, time 5 hour. The product is FC1=C(C#N)C(=CC=C1)O (2-Fluoro-6-hydroxybenzonitrile). RXN SMILES: [F:1][C:2]1[CH:9]=[CH:8][CH:7]=[C:6]([O:10]C)[C:3]=1[C:4]#[N:5].Cl.[NH+]1C=CC=CC=1.O>C(OC)(C)(C)C>[F:1][C:2]1[CH:9]=[CH:8][CH:7]=[C:6]([OH:10])[C:3]=1[C:4]#[N:5] |f:1.2|. Procedure: 151 g (1 mol) of 2-fluoro-6-methoxybenzonitrile and 346.5 g (3 mol) of pyridinium hydrochloride were introduced into a 2 l flask and then slowly heated to 190° C. under a protective gas atmosphere and then stirred at this temperature for 5 h. The mixture was cooled by slowly stirring to room temperature overnight. Then 1000 ml of water were added, and the mixture was heated to 80° C. After adding 1000 ml of methyl tert.-butyl ether, the phases were separated and the aqueous phase was back-extrac... Run in C(C)OCC (diethyl ether). Reactants: C1(=CC=CC=C1)P(C1=CC=CC=C1)C1=CC=CC=C1 (Triphenylphosphine), CC(C)(C)N1N=C(N=N1)CC1=CC=C(C=C1)CO (4-[[2-(1,1-dimethylethyl)-2H-tetrazol-5-yl]-methyl]benzenemethanol), C(Br)(Br)(Br)Br (carbon tetrabromide). Reaction SMILES: C1(P(C2C=CC=CC=2)C2C=CC=CC=2)C=CC=CC=1.[CH3:20][C:21]([N:24]1[N:28]=[N:27][C:26]([CH2:29][C:30]2[CH:35]=[CH:34][C:33]([CH2:36]O)=[CH:32][CH:31]=2)=[N:25]1)([CH3:23])[CH3:22].C(Br)(Br)(Br)[Br:39]>C(OCC)C>[Br:39][CH2:36][C:33]1[CH:34]=[CH:35][C:30]([CH2:29][C:26]2[N:27]=[N:28][N:24]([C:21]([CH3:23])([CH3:22])[CH3:20])[N:25]=2)=[CH:31][CH:32]=1. Yield: 62.9%. Product: BrCC1=CC=C(C=C1)CC=1N=NN(N1)C(C)(C)C (5-[[4-(bromomethyl)phenyl]methyl]-2-(1,1-dimethylethyl)-2H-tetrazole). Procedure: Triphenylphosphine (6.5 g, 25 mmol) was added to a solution of 4-[[2-(1,1-dimethylethyl)-2H-tetrazol-5-yl]-methyl]benzenemethanol (3.0 g, 12.4 mmol) and carbon tetrabromide (8.3 g. 25 mmol) in diethyl ether (150 mL). After 3 hours the reaction mixture was concentrated and the residue purified by chromatography on silica gel eluting with a 9:1 mixture of hexane-ethyl acetate to give 5-[[4-(bromomethyl)phenyl]methyl]-2-(1,1-dimethylethyl)-2H-tetrazole (2.4 g. 7.8 mmol) in 63% yield, mp. 73°-74° C. Starting materials: CC(C)(C)OC(=O)N1CC(O)C(N2CCN(Cc3ccc(Cl)cc3)CC2)C1, O=CO. Product: OC1CNCC1N1CCN(Cc2ccc(Cl)cc2)CC1. RXN SMILES: [C:1]([O:2][C:3](=[O:4])[N:8]1[CH2:9][CH:10]([N:14]2[CH2:15][CH2:16][N:17]([CH2:20][c:21]3[cH:22][cH:23][c:24]([Cl:27])[cH:25][cH:26]3)[CH2:18][CH2:19]2)[CH:11]([OH:13])[CH2:12]1)([CH3:5])([CH3:6])[CH3:7].[CH:28]([OH:29])=[O:30]>>[NH:8]1[CH2:9][CH:10]([N:14]2[CH2:15][CH2:16][N:17]([CH2:20][c:21]3[cH:22][cH:23][c:24]([Cl:27])[cH:25][cH:26]3)[CH2:18][CH2:19]2)[CH:11]([OH:13])[CH2:12]1. Reactants: Cl.Cl.Cl.NC1=C(C=C(C(=C1N)C)C)OCC(CN1CCC(CC1)COC1=CC=CC=C1)O (2,3-Diamino-4,5-dimethyl-1-[2-hydroxy-3-(4-phenoxymethylpiperidino)-propoxy]-benzene trihydrochloride), C(=O)(Cl)Cl (phosgene). The product is Cl.OC(COC1=CC(=C(C=2NC(NC21)=O)C)C)CN2CCC(CC2)COC2=CC=CC=C2 (4-[2-hydroxy-3-(4-phenoxymethylpiperidino)-propoxy]-6,7-dimethyl-2-benzimidazolinone hydrochloride). Yield: 24.0%. As a reaction SMILES: Cl.Cl.Cl.[NH2:4][C:5]1[C:10]([NH2:11])=[C:9]([CH3:12])[C:8]([CH3:13])=[CH:7][C:6]=1[O:14][CH2:15][CH:16]([OH:32])[CH2:17][N:18]1[CH2:23][CH2:22][CH:21]([CH2:24][O:25][C:26]2[CH:31]=[CH:30][CH:29]=[CH:28][CH:27]=2)[CH2:20][CH2:19]1.[C:33](Cl)([Cl:35])=[O:34]>>[ClH:35].[OH:32][CH:16]([CH2:17][N:18]1[CH2:23][CH2:22][CH:21]([CH2:24][O:25][C:26]2[CH:27]=[CH:28][CH:29]=[CH:30][CH:31]=2)[CH2:20][CH2:19]1)[CH2:15][O:14][C:6]1[C:5]2[NH:4][C:33](=[O:34])[NH:11][C:10]=2[C:9]([CH3:12])=[C:8]([CH3:13])[CH:7]=1 |f:0.1.2.3,5.6|. Procedure details: 2,3-Diamino-4,5-dimethyl-1-[2-hydroxy-3-(4-phenoxymethylpiperidino)-propoxy]-benzene trihydrochloride is reacted with phosgene analogously to Example 1 to give 4-[2-hydroxy-3-(4-phenoxymethylpiperidino)-propoxy]-6,7-dimethyl-2-benzimidazolinone hydrochloride in a yield of 24% of theory; m.p. 273°-275° C.